From a dataset of the Open Reaction Database (ORD), a public repository of structured organic reaction records. describe an organic reaction: reactants, conditions, products, and yield The solvent is C(C)(=O)O (acetic acid). The reactants are C1(=CC=CC=C1)C1C2C(=NN1)C(CS(C2)(=O)=O)=CC2=CC=CC=C2 (2,3,3a,4,6,7-hexahydro-3-phenyl-7-(phenylmethylene)thiopyrano[4,3-c]pyrazole-5,5-dioxide), C(C)(=O)OC(C)=O (acetic anhydride), O (water). Yields the product C(C)(=O)N1N=C2C(C1C1=CC=CC=C1)CS(CC2=CC2=CC=CC=C2)(=O)=O (2-Acetyl-2,3,3a,4,6,7-hexahydro-3-phenyl-7-(phenylmethylene)thiopyrano[4,3-c]pyrazole-5,5-dioxide). As a reaction SMILES: [C:1]1([CH:7]2[NH:11][N:10]=[C:9]3[C:12](=[CH:18][C:19]4[CH:24]=[CH:23][CH:22]=[CH:21][CH:20]=4)[CH2:13][S:14](=[O:17])(=[O:16])[CH2:15][CH:8]23)[CH:6]=[CH:5][CH:4]=[CH:3][CH:2]=1.O.[C:26](OC(=O)C)(=[O:28])[CH3:27]>C(O)(=O)C>[C:26]([N:11]1[CH:7]([C:1]2[CH:2]=[CH:3][CH:4]=[CH:5][CH:6]=2)[CH:8]2[CH2:15][S:14](=[O:16])(=[O:17])[CH2:13][C:12](=[CH:18][C:19]3[CH:20]=[CH:21][CH:22]=[CH:23][CH:24]=3)[C:9]2=[N:10]1)(=[O:28])[CH3:27]. Procedure details: A suspension of 1.6g of 2,3,3a,4,6,7-hexahydro-3-phenyl-7-(phenylmethylene)thiopyrano[4,3-c]pyrazole-5,5-dioxide in 2ml of acetic anhydride and 30ml of acetic acid is heated on a steam bath for 15 minutes. Hot water (50ml) is added with stirring and the solution is allowed to cool to room temperature. The solids are collected and washed well with water and dried in vacuo over phosphorus pentoxide at 50°C to yield 1.65g of the title compound, melting point 218°-219.5°C.